This data is from the Open Reaction Database (ORD), a public repository of structured organic reaction records. The task is: describe an organic reaction: reactants, conditions, products, and yield The reactants are CCCCNc1ccc2c(c1)C(C)(C)CCC2(C)C, C1CCOC1, O=C(OC(Cl)(Cl)Cl)OC(Cl)(Cl)Cl. The product is CCCCN(C(=O)Cl)c1ccc2c(c1)C(C)(C)CCC2(C)C. Reaction SMILES: [CH2:1]([CH2:2][CH2:3][CH3:4])[NH:5][c:6]1[cH:7][c:8]2[c:13]([cH:14][cH:15]1)[C:12]([CH3:16])([CH3:17])[CH2:11][CH2:10][C:9]2([CH3:18])[CH3:19].[CH2:32]1[O:33][CH2:34][CH2:35][CH2:36]1.[Cl:20][C:21]([Cl:22])([O:23][C:24](=[O:25])[O:26][C:27]([Cl:28])([Cl:29])[Cl:30])[Cl:31]>>[CH2:1]([CH2:2][CH2:3][CH3:4])[N:5]([c:6]1[cH:7][c:8]2[c:13]([cH:14][cH:15]1)[C:12]([CH3:16])([CH3:17])[CH2:11][CH2:10][C:9]2([CH3:18])[CH3:19])[C:21]([Cl:20])=[O:23]. Reactants: CC#N, [O-]Cl, Cl, COc1ccnc(CSc2nc3cc(OC(F)F)ccc3[nH]2)c1OC, [Na+], [Na+], [Na+], [Na+], [OH-], O, O=S([O-])S(=O)(=O)[O-]. Product: COc1ccnc(CS(=O)c2nc3cc(OC(F)F)ccc3[nH]2)c1OC. RXN SMILES: [CH3:42][C:43]#[N:44].[Cl:28][O-:29].[ClH:40].[F:1][CH:2]([O:3][c:4]1[cH:5][c:6]2[c:7]([nH:8][c:9]([S:11][CH2:12][c:13]3[n:14][cH:15][cH:16][c:17]([O:21][CH3:22])[c:18]3[O:19][CH3:20])[n:10]2)[cH:23][cH:24]1)[F:25].[Na+:27].[Na+:30].[Na+:38].[Na+:39].[OH-:26].[OH2:41].[S:31](=[O:32])([S:33]([O-:34])=[O:35])([O-:36])=[O:37]>>[F:1][CH:2]([O:3][c:4]1[cH:5][c:6]2[c:7]([nH:8][c:9]([S:11]([CH2:12][c:13]3[n:14][cH:15][cH:16][c:17]([O:21][CH3:22])[c:18]3[O:19][CH3:20])=[O:32])[n:10]2)[cH:23][cH:24]1)[F:25]. The reactants are Cl.FC=1C=C(C=CC1OC1=NC=NN2C1=C(C(=C2)OCCN2CCOCC2)C)C(C(=O)N)C(=O)NC2=CC=C(C=C2)F ((3-Fluoro-4-(5-methyl-6-(2-morpholinoethoxy)pyrrolo[2,1-f][1,2,4]triazin-4-yloxy)phenyl)-N3-(4-fluorophenyl)malonamide, hydrochloride salt), FC1=C(OC2=NC=NN3C2=CC(=C3)C=3C=NC=CC3)C=CC(=C1)[N+](=O)[O-] (4-(2-fluoro-4-nitrophenoxy)-6-(pyridin-3-yl)pyrrolo[2,1-f][1,2,4]triazine). The product is FC=1C=C(C=CC1OC1=NC=NN2C1=CC(=C2)C=2C=NC=CC2)N (3-Fluoro-4-(6-(pyridin-3-yl)pyrrolo[2,1-f][1,2,4]triazin-4-yloxy)benzenamine). The yield is 46.7%. RXN SMILES: Cl.FC1C=C(C(C(NC2C=CC(F)=CC=2)=O)C(N)=O)C=CC=1OC1C2=C(C)C(OCCN3CCOCC3)=CN2N=CN=1.[F:43][C:44]1[CH:65]=[C:64]([N+:66]([O-])=O)[CH:63]=[CH:62][C:45]=1[O:46][C:47]1[C:52]2=[CH:53][C:54]([C:56]3[CH:57]=[N:58][CH:59]=[CH:60][CH:61]=3)=[CH:55][N:51]2[N:50]=[CH:49][N:48]=1>>[F:43][C:44]1[CH:65]=[C:64]([NH2:66])[CH:63]=[CH:62][C:45]=1[O:46][C:47]1[C:52]2=[CH:53][C:54]([C:56]3[CH:57]=[N:58][CH:59]=[CH:60][CH:61]=3)=[CH:55][N:51]2[N:50]=[CH:49][N:48]=1 |f:0.1|. Reported procedure: Following a procedure similar to that for the synthesis of Compound C of Example 36, 4-(2-fluoro-4-nitrophenoxy)-6-(pyridin-3-yl)pyrrolo[2,1-f][1,2,4]triazine (35 mg, 0.10 mmol) was converted to the title compound (15 mg, 46%). MS(ESI+) m/z 322.3 (M+H)+. Reactants: O.Cl.N1CCC(CC1)CN1C(CCC1)=O (1-[(4-Piperidinyl)methyl]-2-pyrrolidinone Hydrochloride Hydrate), C([O-])([O-])=O.[Na+].[Na+] (sodium carbonate), ClC1=NC(=NC=C1)C(F)(F)F (4-chloro-2-(trifluoromethyl)pyrimidine). Run in CO (methanol). Conditions: time 18 hour. The product is FC(C1=NC=CC(=N1)N1CCC(CC1)CN1C(CCC1)=O)(F)F (1-[[1-[2-(Trifluoromethyl)-4-pyrimidinyl]-4-piperidinyl]methyl]-2-pyrrolidinone). The yield is 72.5%. Reaction SMILES: O.Cl.[NH:3]1[CH2:8][CH2:7][CH:6]([CH2:9][N:10]2[CH2:14][CH2:13][CH2:12][C:11]2=[O:15])[CH2:5][CH2:4]1.C(=O)([O-])[O-].[Na+].[Na+].Cl[C:23]1[CH:28]=[CH:27][N:26]=[C:25]([C:29]([F:32])([F:31])[F:30])[N:24]=1>CO>[F:30][C:29]([F:32])([F:31])[C:25]1[N:26]=[C:27]([N:3]2[CH2:4][CH2:5][CH:6]([CH2:9][N:10]3[CH2:14][CH2:13][CH2:12][C:11]3=[O:15])[CH2:7][CH2:8]2)[CH:28]=[CH:23][N:24]=1 |f:0.1.2,3.4.5|. Procedure details: Using the procedure described above in Examples 2 and 3, a mixture of 1-[(4-piperidinyl)methyl]-2-pyrrolidinone hydrochloride (II, 21.85 g, 0.1 mole) and sodium carbonate (26.5 g, 0.25 mole) in methanol (150 mL) was refluxed for one hour. The methanol was then removed in vacuo, and acetonitrile (150 mL) was added to the residue. The mixture was cooled and stirred as 4-chloro-2-(trifluoromethyl)pyrimidine (18.28 g, 0.2 mole) was added. The mixture was stirred at room temperature for 18 hours and ... Starting materials: [Si](C)(C)(C(C)(C)C)O[C@@H]([C@@H]1N([C@@H](CC1)CC1=CC=C(C=C1)C(=O)OC)C(=O)OC(C)(C)C)C=1C=NC=CC1 (tert-butyl (2R,5S)-2-[(R)-{[tert-butyl(dimethyl)silyl]oxy}(pyridin-3-yl)methyl]-5-[4-(methoxycarbonyl)benzyl]pyrrolidine-1-carboxylate), C1=CC(=CC(=C1)Cl)C(=O)OO (m-CPBA). Run in C(Cl)Cl (DCM). Yields the product [Si](C)(C)(C(C)(C)C)O[C@@H]([C@@H]1N([C@@H](CC1)CC1=CC=C(C=C1)C(=O)OC)C(=O)OC(C)(C)C)C=1C=[N+](C=CC1)[O-] (tert-butyl (2R,5S)-2-[(R)-{[tert-butyl(dimethyl)silyl]oxy}(1-oxidopyridin-3-yl)methyl]-5-[4-(methoxycarbonyl)benzyl]pyrrolidine-1-carboxylate). Yield: 99.6%. As a reaction SMILES: [Si:1]([O:8][C@H:9]([C:33]1[CH:34]=[N:35][CH:36]=[CH:37][CH:38]=1)[C@H:10]1[CH2:14][CH2:13][C@@H:12]([CH2:15][C:16]2[CH:21]=[CH:20][C:19]([C:22]([O:24][CH3:25])=[O:23])=[CH:18][CH:17]=2)[N:11]1[C:26]([O:28][C:29]([CH3:32])([CH3:31])[CH3:30])=[O:27])([C:4]([CH3:7])([CH3:6])[CH3:5])([CH3:3])[CH3:2].C1C=C(Cl)C=C(C(OO)=[O:47])C=1>C(Cl)Cl>[Si:1]([O:8][C@H:9]([C:33]1[CH:34]=[N+:35]([O-:47])[CH:36]=[CH:37][CH:38]=1)[C@H:10]1[CH2:14][CH2:13][C@@H:12]([CH2:15][C:16]2[CH:21]=[CH:20][C:19]([C:22]([O:24][CH3:25])=[O:23])=[CH:18][CH:17]=2)[N:11]1[C:26]([O:28][C:29]([CH3:31])([CH3:30])[CH3:32])=[O:27])([C:4]([CH3:5])([CH3:6])[CH3:7])([CH3:2])[CH3:3]. Reported procedure: A solution of tert-butyl (2R,5S)-2-[(R)-{[tert-butyl(dimethyl)silyl]oxy}(pyridin-3-yl)methyl]-5-[4-(methoxycarbonyl)benzyl]pyrrolidine-1-carboxylate (1.15 g, 2.127 mmol) in DCM (22 mL) was cooled to 0° C. and m-CPBA (0.953 g, 4.25 mmol) was added. The reaction was warmed to room temperature. After 2 hours the reaction was quenched with aqueous sodium bisulfite (20 mL). The reaction was then diluted with EtOAc (150 mL) and washed vigorously with aqueous sodium bisulfite (3×40 mL). The organics we... The reactants are NC1=CC=CC=C1 (aniline), C(CO)O (ethylene glycol), stainless steel. The reagents and catalysts are above catalyst. Run at temperature 350 celsius, time 1 hour. Product: N1C=CC2=CC=CC=C12 (indole). Isolated yield 62.3%. As a reaction SMILES: [NH2:1][C:2]1[CH:7]=[CH:6][CH:5]=[CH:4][CH:3]=1.[CH2:8](O)[CH2:9]O>>[NH:1]1[C:2]2[C:7](=[CH:6][CH:5]=[CH:4][CH:3]=2)[CH:9]=[CH:8]1. Procedure: 93.1 g (1 mole) of aniline and 6.2 g (0.1 mole) of ethylene glycol as well as 3.0 g of the above catalyst were introduced into a stainless steel autoclave having an inner volume of 200 ml. The inside of the autoclave was purged with nitrogen gas and then hydrogen gas was fed to a gauge pressure of 10 kg/cm2. The reaction was conducted under stirring, at 350° C. for one hour. The resulting reaction mixture was analyzed by gas chromatography. Thus, indole was obtained in a yield of 62.3% based on ... Starting materials: CC(C)([O-])C.[K+] (potassium t-butoxide), FC(OC1=CC=C(C=C1)C(C)=O)(F)F (1-(4-trifluoromethoxy-phenyl)-ethanone), OS(=O)(=O)O (H2SO4), FC(C(=O)OCC)(F)F (ethyl trifluoroacetate). Solvent: C1(=CC=CC=C1)C (toluene). Run at time 14 hour. The product is FC(/C(=C/C(=O)C1=CC=C(C=C1)OC(F)(F)F)/O)(F)F ((Z) -4,4,4-Trifluoro-3-hydroxy-1-(4-trifluoromethoxy-phenyl)-but-2-en-1-one). Isolated yield 40.4%. As a reaction SMILES: CC(C)([O-])C.[K+].[F:7][C:8]([F:20])([F:19])[O:9][C:10]1[CH:15]=[CH:14][C:13]([C:16](=[O:18])[CH3:17])=[CH:12][CH:11]=1.[F:21][C:22]([F:29])([F:28])[C:23](OCC)=[O:24].OS(O)(=O)=O>C1(C)C=CC=CC=1>[F:21][C:22]([F:29])([F:28])/[C:23](/[OH:24])=[CH:17]/[C:16]([C:13]1[CH:12]=[CH:11][C:10]([O:9][C:8]([F:19])([F:20])[F:7])=[CH:15][CH:14]=1)=[O:18] |f:0.1|. Procedure: To a toluene (50 ml) suspension of potassium t-butoxide (3.3 g, 29 mmol) and 1-(4-trifluoromethoxy-phenyl)-ethanone (3.9 ml, 24 mmol) under an argon atmosphere was added dropwise ethyl trifluoroacetate (3.4 ml, 29 mmol) at 10° C. The suspension was stirred at ambient temperature for 14 h. The pH value of the mixture was adjusted to 6 with 10% H2SO4, the solution was extracted two times with t-butyl methylether and the combined extracts were washed with brine/ice water 1/1. The organic layer was ...